This data is from the Open Reaction Database (ORD), a public repository of structured organic reaction records. The task is: describe an organic reaction: reactants, conditions, products, and yield Yield: 41.6%. The solvent is C(Cl)Cl (DCM). Reagents/catalysts: CN(C)C=O (DMF). As a reaction SMILES: [F:1][C:2]1[CH:7]=[CH:6][C:5]([C:8]2[N:13]=[C:12]([CH3:14])[C:11]([C:15]([OH:17])=O)=[CH:10][CH:9]=2)=[CH:4][CH:3]=1.C(Cl)(=O)C([Cl:21])=O>C(Cl)Cl.CN(C=O)C>[F:1][C:2]1[CH:7]=[CH:6][C:5]([C:8]2[N:13]=[C:12]([CH3:14])[C:11]([C:15]([Cl:21])=[O:17])=[CH:10][CH:9]=2)=[CH:4][CH:3]=1. Reported procedure: 6-(4-Fluorophenyl)-2-methyl-3-pyridinecarboxylic acid (0.2 g, 0.866 mol) was suspended in DCM (14 mL) and DMF (1 drop) was added. The mixture was cooled in an ice-bath and oxalyl chloride (0.226 mL, 2.598 mmol) was added portion wise over 5 minutes. The mixture was heated to 40° C. for 90 minutes. The mixture was allowed to cool and the solvent removed under vacuum to give 6-(4-fluorophenyl)-2-methyl-3-pyridinecarbonyl chloride as a yellow solid (0.270 g) which was used directly in step 2. Reaction conditions: temperature 40 celsius. Reactants: FC1=CC=C(C=C1)C1=CC=C(C(=N1)C)C(=O)O (6-(4-Fluorophenyl)-2-methyl-3-pyridinecarboxylic acid), C(C(=O)Cl)(=O)Cl (oxalyl chloride). The product is FC1=CC=C(C=C1)C1=CC=C(C(=N1)C)C(=O)Cl (6-(4-fluorophenyl)-2-methyl-3-pyridinecarbonyl chloride). The reactants are C(C)(=O)O[C@H]1[C@H](OC=2C=NC=C(C2)Br)SC[C@H]([C@@H]1OC(C)=O)OC(C)=O (5-bromo-3-pyridinyl 2,3,4-tri-O-acetyl-5-thio-β-D-xylopyranoside), FC=1C=C(C=CC1OC(C)C)B(O)O (3-fluoro-4-(1-methyl-ethoxy)phenylboronic acid). Yields the product C(C)(=O)O[C@H]1[C@H](OC=2C=NC=C(C2)C2=CC(=C(C=C2)OC(C)C)F)SC[C@H]([C@@H]1OC(C)=O)OC(C)=O (5-[3-fluoro-4-(1-methylethoxy)phenyl]-3-pyridinyl 2,3,4-tri-O-acetyl-5-thio-β-D-xylopyranoside), solid. Isolated yield 82.0%. As a reaction SMILES: [C:1]([O:4][C@@H:5]1[C@@H:18]([O:19][C:20](=[O:22])[CH3:21])[C@H:17]([O:23][C:24](=[O:26])[CH3:25])[CH2:16][S:15][C@H:6]1[O:7][C:8]1[CH:9]=[N:10][CH:11]=[C:12](Br)[CH:13]=1)(=[O:3])[CH3:2].[F:27][C:28]1[CH:29]=[C:30](B(O)O)[CH:31]=[CH:32][C:33]=1[O:34][CH:35]([CH3:37])[CH3:36]>>[C:1]([O:4][C@@H:5]1[C@@H:18]([O:19][C:20](=[O:22])[CH3:21])[C@H:17]([O:23][C:24](=[O:26])[CH3:25])[CH2:16][S:15][C@H:6]1[O:7][C:8]1[CH:9]=[N:10][CH:11]=[C:12]([C:30]2[CH:31]=[CH:32][C:33]([O:34][CH:35]([CH3:36])[CH3:37])=[C:28]([F:27])[CH:29]=2)[CH:13]=1)(=[O:3])[CH3:2]. Procedure details: By following a procedure analogous to Example 27 starting from 5-bromo-3-pyridinyl 2,3,4-tri-O-acetyl-5-thio-β-D-xylopyranoside and 3-fluoro-4-(1-methyl-ethoxy)phenylboronic acid, 5-[3-fluoro-4-(1-methylethoxy)phenyl]-3-pyridinyl 2,3,4-tri-O-acetyl-5-thio-β-D-xylopyranoside is obtained in the form of a white solid (yield=82%). Starting materials: C(=O)(O)CC1=C(CCCC1)N1N=C(C=CC1=O)C=1C(=NN2C1C=CC=C2)C2=CC=CC=C2 (3-[2-(2-carboxymethyl-1-cyclohexenyl)-3-oxo-2,3-dihydropyridazin-6-yl]-2-phenylpyrazolo[1,5-a]pyridine), CC1(OC(CC(O1)=O)=O)C (2,2-dimethyl-1,3-dioxane-4,6-dione), C1(CCCCC1)N=C=NC1CCCCC1 (1,3-dicyclohexylcarbodiimide). Reagents/catalysts: CN(C1=CC=NC=C1)C (4-dimethylaminopyridine). Solvent: C(C)(=O)O (acetic acid), O (water), ClCCl (dichloromethane). Conditions: time 8 hour. Product: O=C(CC1=C(CCCC1)N1N=C(C=CC1=O)C=1C(=NN2C1C=CC=C2)C2=CC=CC=C2)C (3-[2-{2-(2-oxopropyl)-1-cyclohexenyl}-3-oxo-2,3-dihydropyridazin-6-yl]-2-phenylpyrazolo[1,5-a]pyridine). Yield: 25.1%. RXN SMILES: [C:1]([CH2:4][C:5]1[CH2:10][CH2:9][CH2:8][CH2:7][C:6]=1[N:11]1[C:16](=[O:17])[CH:15]=[CH:14][C:13]([C:18]2[C:19]([C:27]3[CH:32]=[CH:31][CH:30]=[CH:29][CH:28]=3)=[N:20][N:21]3[CH:26]=[CH:25][CH:24]=[CH:23][C:22]=23)=[N:12]1)(O)=[O:2].[CH3:33]C1(C)OC(=O)CC(=O)O1.C1(N=C=NC2CCCCC2)CCCCC1>ClCCl.CN(C)C1C=CN=CC=1.C(O)(=O)C.O>[O:2]=[C:1]([CH3:33])[CH2:4][C:5]1[CH2:10][CH2:9][CH2:8][CH2:7][C:6]=1[N:11]1[C:16](=[O:17])[CH:15]=[CH:14][C:13]([C:18]2[C:19]([C:27]3[CH:28]=[CH:29][CH:30]=[CH:31][CH:32]=3)=[N:20][N:21]3[CH:26]=[CH:25][CH:24]=[CH:23][C:22]=23)=[N:12]1. Procedure: To a solution of 3-[2-(2-carboxymethyl-1-cyclohexenyl)-3-oxo-2,3-dihydropyridazin-6-yl]-2-phenylpyrazolo[1,5-a]pyridine (2 g) in dichloromethane (20 ml) was added in turn 2,2-dimethyl-1,3-dioxane-4,6-dione (750 mg), 1,3-dicyclohexylcarbodiimide (1.1 g) and 4-dimethylaminopyridine (720 mg) at 0° C. A reaction mixture was allowed to warm to ambient temperature and stirred for overnight. Precipitate was removed by filtration, and mother liquor was washed with 1N-aqueous hydrochloric acid and dried ... The reactants are C(C(C)C)OC1=C(C=C(C=N1)C(N)=S)C=1NC(C=2C(N1)=C(N(N2)C)CCC)=O (6-Isobutoxy-5-(2-methyl-7-oxo-3-propyl-6,7-dihydro-2H-pyrazolo[4,3-d]pyrimidin-5-yl)-3-pyridinecarbothioamide), ClCC(C)=O (chloroacetone). Solvent: C(C)O (ethanol). The product is C(C(C)C)OC1=NC=C(C=C1C=1NC(C=2C(N1)=C(N(N2)C)CCC)=O)C=2SC=C(N2)C (5-[2-Isobutoxy-5-(4-methyl-1,3-thiazol-2-yl)-3-pyridinyl]-2-methyl-3-propyl-2,6-dihydro-7H-pyrazolo[4,3-d]pyrimidin-7-one). The yield is 78.0%. RXN SMILES: [CH2:1]([O:5][C:6]1[N:11]=[CH:10][C:9]([C:12](=[S:14])[NH2:13])=[CH:8][C:7]=1[C:15]1[NH:16][C:17](=[O:28])[C:18]2[C:19](=[C:21]([CH2:25][CH2:26][CH3:27])[N:22]([CH3:24])[N:23]=2)[N:20]=1)[CH:2]([CH3:4])[CH3:3].Cl[CH2:30][C:31](=O)[CH3:32]>C(O)C>[CH2:1]([O:5][C:6]1[C:7]([C:15]2[NH:16][C:17](=[O:28])[C:18]3[C:19](=[C:21]([CH2:25][CH2:26][CH3:27])[N:22]([CH3:24])[N:23]=3)[N:20]=2)=[CH:8][C:9]([C:12]2[S:14][CH:30]=[C:31]([CH3:32])[N:13]=2)=[CH:10][N:11]=1)[CH:2]([CH3:4])[CH3:3]. Reported procedure: 6-Isobutoxy-5-(2-methyl-7-oxo-3-propyl-6,7-dihydro-2H-pyrazolo[4,3-d]-pyrimidin-5-yl)-3-pyridinecarbothioamide (Example 37) (77 mg, 0.19 mmol) and chloroacetone (36 mg, 0.38 mmol) were heated to reflux for 14 h in ethanol (5 mL). The reaction mixture was cooled and concentrated. Purification by flash column chromatography (gradient elution from 100% dichloromethane to 3% methanol:dichloromethane) gave 65 mg of product. The reactants are FC1=C(C=CC(=C1)F)[N+](=O)[O-] (2,4-difluoronitrobenzene), CC(CC(C)=O)C (4-methylpentan-2-one), petroleum ether dioxane. The reagents and catalysts are [Pt] (Pt/C), OS(=O)(=O)O (H2SO4). Solvent: CO (methanol). Run at time 3 hour. Yields the product CC(CC(C)C)NC1=C(C=C(C=C1)F)F (N-(1,3-dimethylbutyl)-2,4-difluoroaniline). The yield is 81.3%. As a reaction SMILES: [F:1][C:2]1[CH:7]=[C:6]([F:8])[CH:5]=[CH:4][C:3]=1[N+:9]([O-])=O.[CH3:12][CH:13]([CH3:18])[CH2:14][C:15](=O)[CH3:16]>[Pt].OS(O)(=O)=O.CO>[CH3:16][CH:15]([NH:9][C:3]1[CH:4]=[CH:5][C:6]([F:8])=[CH:7][C:2]=1[F:1])[CH2:14][CH:13]([CH3:18])[CH3:12]. Reported procedure: 159.1 g of 2,4-difluoronitrobenzene and 150 g of 4-methylpentan-2-one are mixed in 1.2 1 of methanol with 3 g of concentrated H2SO4 and 5 g of 5% Pt/C, and the mixture is catalytically hydrogenated for 3 hours at 30°-35° under a constant 5 bar of H2. The progress of the hydrogenation is monitored by thin-layer chromatography on silica gel using the mixture petroleum ether/dioxane 4:1 as the mobile phase. When the reaction is complete, the catalyst is filtered off and the solvent is removed by di... Reactants: O=C(O)c1c(Cl)ccc([N+](=O)[O-])c1Cl, CC(=O)c1ccc(N2CCNCC2)c(F)c1. Product: CC(=O)c1ccc(N2CCN(C(=O)c3c(Cl)ccc([N+](=O)[O-])c3Cl)CC2)c(F)c1. Reaction SMILES: [Cl:1][c:2]1[c:3]([C:4](=[O:5])[OH:6])[c:7]([Cl:14])[cH:8][cH:9][c:10]1[N+:11](=[O:12])[O-:13].[F:15][c:16]1[cH:17][c:18]([C:28]([CH3:29])=[O:30])[cH:19][cH:20][c:21]1[N:22]1[CH2:23][CH2:24][NH:25][CH2:26][CH2:27]1>>[Cl:1][c:2]1[c:3]([C:4](=[O:6])[N:25]2[CH2:24][CH2:23][N:22]([c:21]3[c:16]([F:15])[cH:17][c:18]([C:28]([CH3:29])=[O:30])[cH:19][cH:20]3)[CH2:27][CH2:26]2)[c:7]([Cl:14])[cH:8][cH:9][c:10]1[N+:11](=[O:12])[O-:13]. The reactants are C(CC(O)(C(=O)[O-])CC(=O)[O-])(=O)[O-].[Mg+2].[K+] (potassium magnesium citrate), C(CC(O)(C(=O)[O-])CC(=O)[O-])(=O)[O-].[K+].[K+].[K+] (potassium citrate). Product: C(CC(O)(C(=O)[O-])CC(=O)[O-])(=O)[O-] (citrate), C(CC(O)(C(=O)[O-])CC(=O)[O-])(=O)[O-].[Mg+2].C(CC(O)(C(=O)[O-])CC(=O)[O-])(=O)[O-].[Mg+2].[Mg+2] (magnesium citrate), C(CC(O)(C(=O)[O-])CC(=O)[O-])(=O)[O-].[Mg+2].[K+] (potassium magnesium citrate). Reaction SMILES: [C:1]([O-:13])(=[O:12])[CH2:2][C:3]([CH2:8][C:9]([O-:11])=[O:10])([C:5]([O-:7])=[O:6])[OH:4].[K+:14].[K+].[K+].[C:17]([O-:29])(=[O:28])[CH2:18][C:19]([CH2:24][C:25]([O-:27])=[O:26])([C:21]([O-:23])=[O:22])[OH:20].[Mg+2:30].[K+]>>[C:1]([O-:13])(=[O:12])[CH2:2][C:3]([CH2:8][C:9]([O-:11])=[O:10])([C:5]([O-:7])=[O:6])[OH:4].[C:17]([O-:29])(=[O:28])[CH2:18][C:19]([CH2:24][C:25]([O-:27])=[O:26])([C:21]([O-:23])=[O:22])[OH:20].[Mg+2:30].[C:1]([O-:13])(=[O:12])[CH2:2][C:3]([CH2:8][C:9]([O-:11])=[O:10])([C:5]([O-:7])=[O:6])[OH:4].[Mg+2:30].[Mg+2:30].[C:1]([O-:13])(=[O:12])[CH2:2][C:3]([CH2:8][C:9]([O-:11])=[O:10])([C:5]([O-:7])=[O:6])[OH:4].[Mg+2:30].[K+:14] |f:0.1.2.3,4.5.6,8.9.10.11.12,13.14.15|. Reported procedure: Each patient underwent five phases of study: placebo, potassium chloride, potassium citrate, magnesium citrate, and potassium-magnesium citrate. The results (mean values for the two patients) are outlined in Table 1. Compared to potassium chlorlde, potassium magnesium citrate gave a higher urinary pH, magnesium, and citrate. Compared to potassium citrate, potassium magnesium citrate produced a greater citrate excretion as magnesium citrate, potassium magnesium citrate gave higher values for urin... The reactants are FC=1C=C(C=CC1)O (3-Fluorophenol), C([O-])([O-])=O.[K+].[K+] (potassium carbonate), ClC=1C=NC(=C(C(=O)OC)C1)N1CC(C1)OS(=O)(=O)C (methyl 5-chloro-2-(3-((methylsulfonyl)oxy)azetidin-1-yl)nicotinate). Run in C(C)#N (acetonitrile). Run at temperature 180 celsius. Product: ClC=1C=NC(=C(C(=O)OC)C1)N1CC(C1)OC1=CC(=CC=C1)F (methyl 5-chloro-2-(3-(3-fluorophenoxy)azetidin-1-yl)nicotinate). RXN SMILES: [F:1][C:2]1[CH:3]=[C:4]([OH:8])[CH:5]=[CH:6][CH:7]=1.C(=O)([O-])[O-].[K+].[K+].[Cl:15][C:16]1[CH:17]=[N:18][C:19]([N:26]2[CH2:29][CH:28](OS(C)(=O)=O)[CH2:27]2)=[C:20]([CH:25]=1)[C:21]([O:23][CH3:24])=[O:22]>C(#N)C>[Cl:15][C:16]1[CH:17]=[N:18][C:19]([N:26]2[CH2:29][CH:28]([O:8][C:4]3[CH:5]=[CH:6][CH:7]=[C:2]([F:1])[CH:3]=3)[CH2:27]2)=[C:20]([CH:25]=1)[C:21]([O:23][CH3:24])=[O:22] |f:1.2.3|. Procedure: To a solution of 3-Fluorophenol (0.005 ml, 0.056 mmole) in acetonitrile (1 ml), potassium carbonate (10 mg, 0.0728 mmol) were added followed by the addition of methyl 5-chloro-2-(3-((methylsulfonyl)oxy)azetidin-1-yl)nicotinate (D63) (20 mg, 0.062 mmol). The reaction mixture was heated at 150° C. under microwave irradiation for 10 min (2 cycle of 5 min each) then at 180° C. for 5 min. After solvent evaporation the obtained residue was purified by SPE-Si (10 g) eluting with mixture cyclohexane/eth... Starting materials: CCOC(C)=O, CO, CCCCCC, Cl, CSC1(S(=O)(=O)c2ccccc2)CC2CC2(c2cccc3ccccc23)C1. Yields the product O=C1CC2CC2(c2cccc3ccccc23)C1. RXN SMILES: [C:37]([O:38][CH2:39][CH3:40])(=[O:41])[CH3:42].[CH3:28][OH:29].[CH3:31][CH2:32][CH2:33][CH2:34][CH2:35][CH3:36].[ClH:30].[c:1]1([S:2]([C:3]2([S:4][CH3:5])[CH2:11][C:12]3([c:16]4[cH:17][cH:18][cH:19][c:20]5[cH:21][cH:22][cH:23][cH:24][c:25]45)[CH2:13][CH:14]3[CH2:15]2)(=[O:6])=[O:7])[cH:8][cH:9][cH:10][cH:26][cH:27]1>>[CH2:11]1[C:12]2([c:16]3[cH:17][cH:18][cH:19][c:20]4[cH:21][cH:22][cH:23][cH:24][c:25]34)[CH2:13][CH:14]2[CH2:15][C:28]1=[O:29].